Task: describe an organic reaction: reactants, conditions, products, and yield. Dataset: the Open Reaction Database (ORD), a public repository of structured organic reaction records The product is FC1=C(CNC=2C3=CC=CC=C3N=C3CCCC(C23)=O)C=CC=C1 (3,4-Dihydro-9-(2-fluorobenzylamino)acridin-1(2H)-one). Reagents/catalysts: S(=O)(=O)(O)[O-].C(CCC)[N+](CCCC)(CCCC)CCCC (tetrabutylammonium hydrogen sulfate). The reactants are [OH-].[Na+] (NaOH), FC1=C(CCl)C=CC=C1 (2-fluorobenzylchloride), NC=1C2=CC=CC=C2N=C2CCCC(C12)=O (9-amino-3,4-dihydroacridin-1(2H)-one), FC1=C(CCl)C=CC=C1 (2-fluorobenzylchloride). Run in ClCCl (dichloromethane). Procedure: In a mixture consisting of 150 ml of dichloromethane and 100 ml of 50% NaOH were combined 5.00 g of 9-amino-3,4-dihydroacridin-1(2H)-one, 3 ml (1 eq) of 2-fluorobenzylchloride and 1.20 g (0.15 eg) of tetrabutylammonium hydrogen sulfate. The biphasic mixture was mechanically stirred overnight and 3 ml of 2-fluorobenzylchloride was again added. After 4 hours of further stirring, the reaction was complete based on thin layer chromatography. The reaction mixture was partitioned between water and dic... Run at time 8 hour. Reaction SMILES: [OH-].[Na+].[NH2:3][C:4]1[C:5]2[C:10]([N:11]=[C:12]3[C:17]=1[C:16](=[O:18])[CH2:15][CH2:14][CH2:13]3)=[CH:9][CH:8]=[CH:7][CH:6]=2.[F:19][C:20]1[CH:27]=[CH:26][CH:25]=[CH:24][C:21]=1[CH2:22]Cl>S([O-])(O)(=O)=O.C([N+](CCCC)(CCCC)CCCC)CCC.ClCCl>[F:19][C:20]1[CH:27]=[CH:26][CH:25]=[CH:24][C:21]=1[CH2:22][NH:3][C:4]1[C:5]2[C:10]([N:11]=[C:12]3[C:17]=1[C:16](=[O:18])[CH2:15][CH2:14][CH2:13]3)=[CH:9][CH:8]=[CH:7][CH:6]=2 |f:0.1,4.5|. Isolated yield 54.0%. Starting materials: ClC=1C=2N(C=C(C1C#N)C1=C(C=C(C=C1)Cl)Cl)C=CN2 (8-chloro-6-(2,4-dichloro-phenyl)-imidazo[1,2-a]pyridine-7-carbonitrile), [N-]=[N+]=[N-].[Na+] (sodium azide), CCOC(=O)C (AcOEt). The solvent is CN(C)C=O (DMF). Conditions: temperature 60 celsius. The product is N(=[N+]=[N-])C=1C=2N(C=C(C1C#N)C1=C(C=C(C=C1)Cl)Cl)C=CN2 (8-Azido-6-(2,4-dichloro-phenyl)-imidazo[1,2-a]pyridine-7-carbonitrile). Yield: 96.0%. RXN SMILES: Cl[C:2]1[C:3]2[N:4]([CH:18]=[CH:19][N:20]=2)[CH:5]=[C:6]([C:10]2[CH:15]=[CH:14][C:13]([Cl:16])=[CH:12][C:11]=2[Cl:17])[C:7]=1[C:8]#[N:9].[N-:21]=[N+:22]=[N-:23].[Na+].CCOC(C)=O>CN(C=O)C>[N:21]([C:2]1[C:3]2[N:4]([CH:18]=[CH:19][N:20]=2)[CH:5]=[C:6]([C:10]2[CH:15]=[CH:14][C:13]([Cl:16])=[CH:12][C:11]=2[Cl:17])[C:7]=1[C:8]#[N:9])=[N+:22]=[N-:23] |f:1.2|. Procedure: A mixture of 8-chloro-6-(2,4-dichloro-phenyl)-imidazo[1,2-a]pyridine-7-carbonitrile (80 mg, 0.25 mmol, prepared according to Example 23, Step 12.2) and sodium azide (81 mg, 1.24 mmol) in DMF (1 mL) was stirred and heated at 60° C. for 3 h. The reaction mixture was cooled to RT, poured into AcOEt and washed successively with water and brine. The organic layer was dried over Na2SO4, filtered and evaporated to yield the crude title compound (77.4 mg, 0.24 mmol, 95%) as a brownish solid, which was u... Starting materials: ClC1=CC=C(C=C1)N1C(=NC2=C(C1=O)C=NN2C2=CC=C(C(=O)O)C=C2)C2=C(C=C(C=C2)Cl)Cl (4-[5-(4-Chloro-phenyl)-6-(2,4-dichloro-phenyl)-4-oxo-4,5-dihydro-pyrazolo[3,4-d]pyrimidin-1-yl]-benzoic acid), CN1CCNCC1 (N-methylpiperazine). Run in S(=O)(Cl)Cl (thionyl chloride). Reaction conditions: time 1 hour. The product is ClC1=CC=C(C=C1)N1C(=NC2=C(C1=O)C=NN2C2=CC=C(C=C2)C(=O)N2CCN(CC2)C)C2=C(C=C(C=C2)Cl)Cl (5-(4-Chloro-phenyl)-6-(2,4-dichloro-phenyl)-1-[4-(4-methyl-piperazine-1-carbonyl)-phenyl]-1,5-dihydro-pyrazolo[3,4-d]pyrimidin-4-one). As a reaction SMILES: [Cl:1][C:2]1[CH:7]=[CH:6][C:5]([N:8]2[C:13](=[O:14])[C:12]3[CH:15]=[N:16][N:17]([C:18]4[CH:26]=[CH:25][C:21]([C:22]([OH:24])=O)=[CH:20][CH:19]=4)[C:11]=3[N:10]=[C:9]2[C:27]2[CH:32]=[CH:31][C:30]([Cl:33])=[CH:29][C:28]=2[Cl:34])=[CH:4][CH:3]=1.[CH3:35][N:36]1[CH2:41][CH2:40][NH:39][CH2:38][CH2:37]1>S(Cl)(Cl)=O>[Cl:1][C:2]1[CH:3]=[CH:4][C:5]([N:8]2[C:13](=[O:14])[C:12]3[CH:15]=[N:16][N:17]([C:18]4[CH:19]=[CH:20][C:21]([C:22]([N:39]5[CH2:40][CH2:41][N:36]([CH3:35])[CH2:37][CH2:38]5)=[O:24])=[CH:25][CH:26]=4)[C:11]=3[N:10]=[C:9]2[C:27]2[CH:32]=[CH:31][C:30]([Cl:33])=[CH:29][C:28]=2[Cl:34])=[CH:6][CH:7]=1. Procedure: 4-[5-(4-Chloro-phenyl)-6-(2,4-dichloro-phenyl)-4-oxo-4,5-dihydro-pyrazolo[3,4-d]pyrimidin-1-yl]-benzoic acid (54.1 mg, 0.106 mmol) is dissolved in 1 mL of thionyl chloride and stirred for 1 h at reflux. The thionyl chloride is then removed under a stream of dry nitrogen and the resulting solid is dissolved in 2 mL of dry dichloromethane. N-methylpiperazine (500 mg, 5.00 mmol) is then added to the solution and the reaction mixture is stirred for 2 h. After the volatiles are evaporated, the result... Reactants: ClC=1C=CC(=C(C=O)C1)O (5-chloro-2-hydroxy-benzaldehyde), C(=O)([O-])[O-].[K+].[K+] (K2CO3), C(C)(C)(C)OC(=O)N1CCC(CC1)OS(=O)(=O)C (4-methanesulfonyloxy-piperidine-1-caboxylic acid tert-butyl ester). The solvent is CN(C)C=O (DMF). Run at temperature 100 celsius. Product: C(C)(C)(C)OC(=O)N1CCC(CC1)OC1=C(C=C(C=C1)Cl)C=O (4-(4-chloro-2-formyl-phenoxy)-piperidine-1-carboxylic acid tert-butyl ester). Isolated yield 78.0%. RXN SMILES: [Cl:1][C:2]1[CH:3]=[CH:4][C:5]([OH:10])=[C:6]([CH:9]=1)[CH:7]=[O:8].C([O-])([O-])=O.[K+].[K+].[C:17]([O:21][C:22]([N:24]1[CH2:29][CH2:28][CH:27](OS(C)(=O)=O)[CH2:26][CH2:25]1)=[O:23])([CH3:20])([CH3:19])[CH3:18]>CN(C=O)C>[C:17]([O:21][C:22]([N:24]1[CH2:29][CH2:28][CH:27]([O:10][C:5]2[CH:4]=[CH:3][C:2]([Cl:1])=[CH:9][C:6]=2[CH:7]=[O:8])[CH2:26][CH2:25]1)=[O:23])([CH3:20])([CH3:18])[CH3:19] |f:1.2.3|. Reported procedure: To a mixture of 5-chloro-2-hydroxy-benzaldehyde (3.15 g, 20 mmol), KI (0.1 g) and K2CO3 (8.28 g, 60 mmol) in DMF (100 mL) was added 4-methanesulfonyloxy-piperidine-1-caboxylic acid tert-butyl ester (7.26 g, 26 mmol). The mixture was heated at 100° C. for 2 h, then cooled to room temperature and partitioned between ethyl acetate and water. The organic layer was washed with 1N NaOH (30 mL), water, and dried over anhydrous Na2SO4, concentrated to give the title compound as white solid (Yield: 5.3 g... Starting materials: N#Cc1cccc(-c2cn(C(c3ccccc3)(c3ccccc3)c3ccccc3)cn2)c1, Cl, C1CCOC1. The product is N#Cc1cccc(-c2c[nH]cn2)c1. As a reaction SMILES: [C:1](#[N:2])[c:3]1[cH:4][c:5](-[c:9]2[n:10][cH:11][n:12]([C:14]([c:15]3[cH:16][cH:17][cH:18][cH:19][cH:20]3)([c:21]3[cH:22][cH:23][cH:24][cH:25][cH:26]3)[c:27]3[cH:28][cH:29][cH:30][cH:31][cH:32]3)[cH:13]2)[cH:6][cH:7][cH:8]1.[ClH:33].[O:34]1[CH2:35][CH2:36][CH2:37][CH2:38]1>>[C:1](#[N:2])[c:3]1[cH:4][c:5](-[c:9]2[n:10][cH:11][nH:12][cH:13]2)[cH:6][cH:7][cH:8]1. The reactants are FC1(C(C1)CN1C(N(CC1)C=1SC(=C(N1)C)C(=O)O)=O)F (2-(3-((2,2-difluorocyclopropyl)methyl)-2-oxoimidazolidin-1-yl)-4-methylthiazole-5-carboxylic acid), FC1=CC=C(CN2N=CN(C2=O)C=2SC(=C(N2)C)C(=O)O)C=C1 (2-(1-(4-fluorobenzyl)-5-oxo-1H-1,2,4-triazol-4(5H)-yl)-4-methylthiazole-5-carboxylic acid), NCC=1C=C(N(C)C)C=CC1 (3-(aminomethyl)-N,N-dimethylaniline). The product is CN(C=1C=C(CNC(=O)C2=C(N=C(S2)N2C=NN(C2=O)CC2=CC=C(C=C2)F)C)C=CC1)C (N-(3-(dimethylamino)benzyl)-2-(1-(4-fluorobenzyl)-5-oxo-1H-1,2,4-triazol-4(5H)-yl)-4-methylthiazole-5-carboxamide). The yield is 50.0%. RXN SMILES: FC1(F)CC1CN1CCN(C2SC(C(O)=O)=C(C)N=2)C1=O.[F:22][C:23]1[CH:44]=[CH:43][C:26]([CH2:27][N:28]2[C:32](=[O:33])[N:31]([C:34]3[S:35][C:36]([C:40]([OH:42])=O)=[C:37]([CH3:39])[N:38]=3)[CH:30]=[N:29]2)=[CH:25][CH:24]=1.[NH2:45][CH2:46][C:47]1[CH:48]=[C:49]([CH:53]=[CH:54][CH:55]=1)[N:50]([CH3:52])[CH3:51]>>[CH3:51][N:50]([CH3:52])[C:49]1[CH:48]=[C:47]([CH:55]=[CH:54][CH:53]=1)[CH2:46][NH:45][C:40]([C:36]1[S:35][C:34]([N:31]2[C:32](=[O:33])[N:28]([CH2:27][C:26]3[CH:43]=[CH:44][C:23]([F:22])=[CH:24][CH:25]=3)[N:29]=[CH:30]2)=[N:38][C:37]=1[CH3:39])=[O:42]. Procedure details: Following the procedure as describe in Example 16, making variations as required to replace 2-(3-((2,2-difluorocyclopropyl)methyl)-2-oxoimidazolidin-1-yl)-4-methylthiazole-5-carboxylic acid with 2-(1-(4-fluorobenzyl)-5-oxo-1H-1,2,4-triazol-4(5H)-yl)-4-methylthiazole-5-carboxylic acid to react with 3-(aminomethyl)-N,N-dimethylaniline, the title compound was obtained as a colourless solid in 50% yield: mp 149-151° C.; 1H NMR (300 MHz, DMSO-d6) δ 8.78 (t, J=5.9 Hz, 1H), 8.71 (s, 1H), 7.35 (dd, J=8.... The reactants are CC(C)(C)OC(=O)n1ccc2cc(O)ccc21, CC(=O)OC1CSC(O)C(OC(C)=O)C1OC(C)=O, C1CCOC1, c1ccc(P(c2ccccc2)c2ccccc2)cc1. The product is CC(=O)OC1CSC(Oc2ccc3c(ccn3C(=O)OC(C)(C)C)c2)C(OC(C)=O)C1OC(C)=O. As a reaction SMILES: [C:1]([CH3:2])([CH3:3])([CH3:4])[O:5][C:6](=[O:7])[n:8]1[cH:9][cH:10][c:11]2[cH:12][c:13]([OH:17])[cH:14][cH:15][c:16]12.[C:37]([CH3:38])(=[O:39])[O:40][CH:41]1[CH:42]([OH:43])[S:44][CH2:45][CH:46]([O:52][C:53]([CH3:54])=[O:55])[CH:47]1[O:48][C:49]([CH3:50])=[O:51].[CH2:56]1[O:57][CH2:58][CH2:59][CH2:60]1.[c:18]1([P:19]([c:20]2[cH:21][cH:22][cH:23][cH:24][cH:25]2)[c:26]2[cH:27][cH:28][cH:29][cH:30][cH:31]2)[cH:32][cH:33][cH:34][cH:35][cH:36]1>>[C:1]([CH3:2])([CH3:3])([CH3:4])[O:5][C:6](=[O:7])[n:8]1[cH:9][cH:10][c:11]2[cH:12][c:13]([O:17][CH:42]3[CH:41]([O:40][C:37]([CH3:38])=[O:39])[CH:47]([O:48][C:49]([CH3:50])=[O:51])[CH:46]([O:52][C:53]([CH3:54])=[O:55])[CH2:45][S:44]3)[cH:14][cH:15][c:16]12.